Dataset: the Open Reaction Database (ORD), a public repository of structured organic reaction records. Task: describe an organic reaction: reactants, conditions, products, and yield Starting materials: CSCCC(NC(=O)OC(C)(C)C)C(=O)O, CN(C)c1ccccn1, CN(C)c1ccccn1, CC(=O)O, CO, C(=NC1CCCCC1)=NC1CCCCC1, ClC(Cl)Cl, Cl, COc1cc(NC(=O)c2ccccc2C)ccc1C(=O)N1CCCC(O)c2cc(Cl)ccc21. The product is COc1cc(NC(=O)c2ccccc2C)ccc1C(=O)N1CCCC(OC(=O)C(CCSC)NC(=O)OC(C)(C)C)c2cc(Cl)ccc21. Reaction SMILES: [C:53]([CH3:54])([CH3:55])([CH3:56])[O:57][C:58](=[O:59])[NH:60][CH:61]([CH2:62][CH2:63][S:64][CH3:65])[C:66](=[O:67])[OH:68].[CH3:34][N:35]([c:36]1[cH:37][cH:38][cH:39][cH:40][n:41]1)[CH3:42].[CH3:44][N:45]([c:46]1[cH:47][cH:48][cH:49][cH:50][n:51]1)[CH3:52].[CH3:88][C:89](=[O:90])[OH:91].[CH3:92][OH:93].[CH:69]1([N:70]=[C:71]=[N:72][CH:73]2[CH2:74][CH2:75][CH2:76][CH2:77][CH2:78]2)[CH2:79][CH2:80][CH2:81][CH2:82][CH2:83]1.[CH:84]([Cl:85])([Cl:86])[Cl:87].[ClH:43].[OH:1][CH:2]1[CH2:3][CH2:4][CH2:5][N:6]([C:14]([c:15]2[c:16]([O:31][CH3:32])[cH:17][c:18]([NH:21][C:22]([c:23]3[c:24]([CH3:29])[cH:25][cH:26][cH:27][cH:28]3)=[O:30])[cH:19][cH:20]2)=[O:33])[c:7]2[c:8]1[cH:9][c:10]([Cl:13])[cH:11][cH:12]2>>[O:1]([CH:2]1[CH2:3][CH2:4][CH2:5][N:6]([C:14]([c:15]2[c:16]([O:31][CH3:32])[cH:17][c:18]([NH:21][C:22]([c:23]3[c:24]([CH3:29])[cH:25][cH:26][cH:27][cH:28]3)=[O:30])[cH:19][cH:20]2)=[O:33])[c:7]2[c:8]1[cH:9][c:10]([Cl:13])[cH:11][cH:12]2)[C:66]([CH:61]([NH:60][C:58]([O:57][C:53]([CH3:54])([CH3:55])[CH3:56])=[O:59])[CH2:62][CH2:63][S:64][CH3:65])=[O:67]. The reactants are CCOC(=O)N=C=NC(C)(C)C, C1CCOC1, COc1ccc2c(C(=O)N(C)CC(=O)O)c(F)ccc2c1C(F)(F)F. The product is CCOC(=O)NC(=O)CN(C)C(=O)c1c(F)ccc2c(C(F)(F)F)c(OC)ccc12. RXN SMILES: [CH2:1]([CH3:2])[O:3][C:4](=[O:5])[N:6]=[C:7]=[N:8][C:9]([CH3:10])([CH3:11])[CH3:12].[CH2:38]1[O:39][CH2:40][CH2:41][CH2:42]1.[F:13][c:14]1[c:15]([C:30](=[O:31])[N:32]([CH2:33][C:34](=[O:35])[OH:36])[CH3:37])[c:16]2[cH:17][cH:18][c:19]([O:28][CH3:29])[c:20]([C:24]([F:25])([F:26])[F:27])[c:21]2[cH:22][cH:23]1>>[CH2:1]([CH3:2])[O:3][C:4](=[O:5])[NH:6][C:34]([CH2:33][N:32]([C:30]([c:15]1[c:14]([F:13])[cH:23][cH:22][c:21]2[c:16]1[cH:17][cH:18][c:19]([O:28][CH3:29])[c:20]2[C:24]([F:25])([F:26])[F:27])=[O:31])[CH3:37])=[O:36]. The reactants are OCCC1C(C(C(C1)N1N=NC2=C1N=C(N=C2NC2C(C2)C2=CC=CC=C2)SC)O)O (3-(2-Hydroxyethyl)5-[5-(methylthio)-7-[(2-phenylcyclopropyl)amino]-3H-1,2,3-triazolo [4,5-d]pyrimidin-3yl]-cyclopentane-1,2-diol), C(CCC)S (butanethiol). Product: C(CCC)SC=1N=C(C2=C(N1)N(N=N2)C2C(C(C(C2)CCO)O)O)NC2C(C2)C2=CC=CC=C2 (3-[5-(Butylthio)-7-[(2-phenylcyclopropyl)amino]-3H-1,2,3-triazolo[4,5-d]pyrimidin-3-yl]-5-(2-hydroxyethyl)-cyclopentane-1,2-diol). Reaction SMILES: [OH:1][CH2:2][CH2:3][CH:4]1[CH2:8][CH:7]([N:9]2[C:13]3[N:14]=[C:15]([S:28][CH3:29])[N:16]=[C:17]([NH:18][CH:19]4[CH2:21][CH:20]4[C:22]4[CH:27]=[CH:26][CH:25]=[CH:24][CH:23]=4)[C:12]=3[N:11]=[N:10]2)[CH:6]([OH:30])[CH:5]1[OH:31].[CH2:32](S)[CH2:33][CH2:34]C>>[CH2:29]([S:28][C:15]1[N:16]=[C:17]([NH:18][CH:19]2[CH2:21][CH:20]2[C:22]2[CH:27]=[CH:26][CH:25]=[CH:24][CH:23]=2)[C:12]2[N:11]=[N:10][N:9]([CH:7]3[CH2:8][CH:4]([CH2:3][CH2:2][OH:1])[CH:5]([OH:31])[CH:6]3[OH:30])[C:13]=2[N:14]=1)[CH2:32][CH2:33][CH3:34]. Reported procedure: Prepared by the method of Example 4, step (b) using the product of Example 110, step a) and butanethiol then deprotected using the method of Example 1, step (b). Purification (HPLC, Novapak® C18 column, 0.1% aqueous ammonium acetate:acetonitrile, isocratic elution 45% MeCN over 30 minutes) afforded the title compound (210 mg).